Dataset: the Open Reaction Database (ORD), a public repository of structured organic reaction records. Task: describe an organic reaction: reactants, conditions, products, and yield Reactants: O=S1(CCN(CC2=C1C=CC=C2)C2=NC1=CC=C(C=C1C(=C2)N2CC(CC2)C(=O)O)C)=O (1-[2-(1,1-dioxido-2,3-dihydro-1,4-benzothiazepin-4(5H)-yl)-6-methylquinolin-4-yl]pyrrolidine-3-carboxylic acid), C(C(=O)Cl)(=O)Cl (oxalyl chloride). The reagents and catalysts are CN(C=O)C (N,N-dimethylformamide). The solvent is ClCCl (dichloromethane). Conditions: time 16 hour. Product: O=S1(CCN(CC2=C1C=CC=C2)C2=NC1=CC=C(C=C1C(=C2)N2CC(CC2)C(=O)Cl)C)=O (1-[2-(1,1-Dioxido-2,3-dihydro-1,4-benzothiazepin-4(5H)-yl)-6-methylquinolin-4-yl]pyrrolidine-3-carbonyl chloride). Isolated yield 81.8%. RXN SMILES: [O:1]=[S:2]1(=[O:32])[C:8]2[CH:9]=[CH:10][CH:11]=[CH:12][C:7]=2[CH2:6][N:5]([C:13]2[CH:22]=[C:21]([N:23]3[CH2:27][CH2:26][CH:25]([C:28](O)=[O:29])[CH2:24]3)[C:20]3[C:15](=[CH:16][CH:17]=[C:18]([CH3:31])[CH:19]=3)[N:14]=2)[CH2:4][CH2:3]1.C(Cl)(=O)C([Cl:36])=O>ClCCl.CN(C)C=O>[O:1]=[S:2]1(=[O:32])[C:8]2[CH:9]=[CH:10][CH:11]=[CH:12][C:7]=2[CH2:6][N:5]([C:13]2[CH:22]=[C:21]([N:23]3[CH2:27][CH2:26][CH:25]([C:28]([Cl:36])=[O:29])[CH2:24]3)[C:20]3[C:15](=[CH:16][CH:17]=[C:18]([CH3:31])[CH:19]=3)[N:14]=2)[CH2:4][CH2:3]1. Procedure details: To a cooled solution of 1-[2-(1,1-dioxido-2,3-dihydro-1,4-benzothiazepin-4(5H)-yl)-6-methylquinolin-4-yl]pyrrolidine-3-carboxylic acid (120 mg, 0.26 mmol) in dichloromethane (20 mL) was added two drops of N,N-dimethylformamide followed by oxalyl chloride (30.6 μL, 0.39 mmol) at 0° C. After being stirred for 16 hours at room temperature, the reaction mixture was concentrated in vacuo to afford 100 mg of the crude product which was used for the next step without any further purification. Starting materials: C(=O)([O-])[O-].[Na+].[Na+] (Na2CO3), solution, TiCl3, ClC1=C(NC(=C1Cl)C)C(=O)NC1CCN(CC1)N=O (3,4-dichloro-5-methyl-N-(1-nitrosopiperidin-4-yl)-1H-pyrrole-2-carboxamide), ClC1=C(NC(=C1Cl)C)C(=O)NC1CCN(CC1)N=O (3,4-dichloro-5-methyl-N-(1-nitrosopiperidin-4-yl)-1H-pyrrole-2-carboxamide). The solvent is O (water), CO (MeOH). Conditions: temperature 70 celsius. The product is NN1CCC(CC1)NC(=O)C=1NC(=C(C1Cl)Cl)C (N-(1-Aminopiperidin-4-yl)-3,4-dichloro-5-methyl-1H-pyrrole-2-carboxamide). RXN SMILES: [Cl:1][C:2]1[C:6]([Cl:7])=[C:5]([CH3:8])[NH:4][C:3]=1[C:9]([NH:11][CH:12]1[CH2:17][CH2:16][N:15]([N:18]=O)[CH2:14][CH2:13]1)=[O:10].C([O-])([O-])=O.[Na+].[Na+]>O.CO>[NH2:18][N:15]1[CH2:16][CH2:17][CH:12]([NH:11][C:9]([C:3]2[NH:4][C:5]([CH3:8])=[C:6]([Cl:7])[C:2]=2[Cl:1])=[O:10])[CH2:13][CH2:14]1 |f:1.2.3|. Reported procedure: A 20% solution of TiCl3 (36 ml, 27 mmol) in water was added to a solution of 3,4-dichloro-5-methyl-N-(1-nitrosopiperidin-4-yl)-1H-pyrrole-2-carboxamide (Intermediate 87, 2.8 g, 9.2 mmol) in 60 ml of MeOH. The mixture was heated to 70° C. for 1 hour. Aqueous Na2CO3 was added to basify the mixture, which was filtered through Celite rinsing through with MeOH until no more material eluted. The filtrate was concentrated and the residual aqueous solution was saturated with NaCl before being extracted ... The reactants are O.NN (Hydrazine monohydrate), C(C)(C)(C)OC(NC1CCN(CC1)S(=O)(=O)C1=CC=C(C=C1)CN1C(C2=CC=CC=C2C1=O)=O)=O ({1-[4-(1,3-dioxo-1,3-dihydro-isoindol-2-ylmethyl)-benzenesulfonyl]-piperidin-4-yl}-carbamic acid tert-butyl ester). Solvent: C(C)O (ethanol). Reaction conditions: temperature 70 celsius, time 4 hour. Product: C(C)(C)(C)OC(NC1CCN(CC1)S(=O)(=O)C1=CC=C(C=C1)CN)=O ([1-(4-Aminomethyl-benzenesulfonyl)-piperidin-4-yl]-carbamic acid tert-butyl ester). Yield: 98.1%. RXN SMILES: O.NN.[C:4]([O:8][C:9](=[O:38])[NH:10][CH:11]1[CH2:16][CH2:15][N:14]([S:17]([C:20]2[CH:25]=[CH:24][C:23]([CH2:26][N:27]3C(=O)C4C(=CC=CC=4)C3=O)=[CH:22][CH:21]=2)(=[O:19])=[O:18])[CH2:13][CH2:12]1)([CH3:7])([CH3:6])[CH3:5]>C(O)C>[C:4]([O:8][C:9](=[O:38])[NH:10][CH:11]1[CH2:16][CH2:15][N:14]([S:17]([C:20]2[CH:21]=[CH:22][C:23]([CH2:26][NH2:27])=[CH:24][CH:25]=2)(=[O:19])=[O:18])[CH2:13][CH2:12]1)([CH3:7])([CH3:5])[CH3:6] |f:0.1|. Procedure details: Hydrazine monohydrate (0.11 ml, 2.4 mmol) was added to a stirred solution of {1-[4-(1,3-dioxo-1,3-dihydro-isoindol-2-ylmethyl)-benzenesulfonyl]-piperidin-4-yl}-carbamic acid tert-butyl ester (0.4 g, 0.8 mmol) in ethanol (10 ml), the mixture was heated to 70° C. and stirred at this temperature for 4 hours. After this time, the precipitate was removed by filtration and the filtrate was concentrated. The resulting residue was triturated with DCM and the resulting precipitate was collected by filtra...